From a dataset of the Open Reaction Database (ORD), a public repository of structured organic reaction records. describe an organic reaction: reactants, conditions, products, and yield Reactants: C1(CC1)C1=CSC=2CN(CCOC21)C(=O)OC(C)(C)C (tert-butyl 8-cyclopropyl-2,3-dihydrothieno[2,3-f][1,4]oxazepine-4(5H)-carboxylate), BrN1C(CCC1=O)=O (N-bromosuccinimide), S(=S)(=O)([O-])[O-].[Na+].[Na+] (sodium thiosulfate). Run in C(C)#N (acetonitrile). Yields the product BrC1=C(C2=C(CN(CCO2)C(=O)OC(C)(C)C)S1)C1CC1 (tert-butyl 7-bromo-8-cyclopropyl-2,3-dihydrothieno[2,3-f][1,4]oxazepine-4(5H)-carboxylate). The yield is 75.6%. As a reaction SMILES: [CH:1]1([C:4]2[C:13]3[O:12][CH2:11][CH2:10][N:9]([C:14]([O:16][C:17]([CH3:20])([CH3:19])[CH3:18])=[O:15])[CH2:8][C:7]=3[S:6][CH:5]=2)[CH2:3][CH2:2]1.[Br:21]N1C(=O)CCC1=O.S([O-])([O-])(=O)=S.[Na+].[Na+]>C(#N)C>[Br:21][C:5]1[S:6][C:7]2[CH2:8][N:9]([C:14]([O:16][C:17]([CH3:20])([CH3:19])[CH3:18])=[O:15])[CH2:10][CH2:11][O:12][C:13]=2[C:4]=1[CH:1]1[CH2:2][CH2:3]1 |f:2.3.4|. Procedure: A solution of tert-butyl 8-cyclopropyl-2,3-dihydrothieno[2,3-f][1,4]oxazepine-4(5H)-carboxylate (375 mg) obtained in Example 3, step 1, N-bromosuccinimide (237 mg) and acetonitrile (3 ml) was stirred at room temperature for 2 hr, 10% aqueous sodium thiosulfate solution was added, and the mixture was extracted with ethyl acetate. The extract was dried over anhydrous magnesium sulfate, and the solvent was evaporated under reduced pressure. The residue was purified by silica gel column chromatograp... Starting materials: COC(\C=C\C1=C(C2=CC=C(C=C2CC1)OC)C1=CC=C(C=C1)OC)=O ((E)-3-[3,4-dihydro-6-methoxy-1-(4-methoxyphenyl)-2-naphthalenyl]-2-propenoic acid methyl ester), [OH-].[Na+] (sodium hydroxide). The solvent is CO (methanol). Yields the product COC=1C=C2CCC(=C(C2=CC1)C1=CC=C(C=C1)OC)/C=C/C(=O)O ((E)-3-[3,4-dihydro-6-methoxy-1-(4-methoxyphenyl)-2-naphthalenyl]-2-propenoic acid). Isolated yield 83.3%. Reaction SMILES: C[O:2][C:3](=[O:26])/[CH:4]=[CH:5]/[C:6]1[CH2:15][CH2:14][C:13]2[C:8](=[CH:9][CH:10]=[C:11]([O:16][CH3:17])[CH:12]=2)[C:7]=1[C:18]1[CH:23]=[CH:22][C:21]([O:24][CH3:25])=[CH:20][CH:19]=1.[OH-].[Na+]>CO>[CH3:17][O:16][C:11]1[CH:12]=[C:13]2[C:8](=[CH:9][CH:10]=1)[C:7]([C:18]1[CH:23]=[CH:22][C:21]([O:24][CH3:25])=[CH:20][CH:19]=1)=[C:6](/[CH:5]=[CH:4]/[C:3]([OH:26])=[O:2])[CH2:15][CH2:14]2 |f:1.2|. Procedure details: As in Example 112, (E)-3-[3,4-dihydro-6-methoxy-1-(4-methoxyphenyl)-2-naphthalenyl]-2-propenoic acid methyl ester (2.5 g) in methanol (15 mL) was heated at reflux with 1N sodium hydroxide solution (11 mL) at reflux for 1 hour. The usual work up furnished 2 g of (E)-3-[3,4-dihydro-6-methoxy-1-(4-methoxyphenyl)-2-naphthalenyl]-2-propenoic acid. Crystallization of a small sample from dichloromethane-ethyl acetate gave the analytical specimen, mp 222°-224° C. Anal. Calcd for C21H20O4 : C, 74.98; H, ... The reactants are O=C([O-])[O-], CC#N, FC(F)(F)c1cncc(Cl)c1, [Cs+], [Cs+], O, C#Cc1ccccc1. Yields the product FC(F)(F)c1cncc(C#Cc2ccccc2)c1. Reaction SMILES: [C:1](=[O:2])([O-:3])[O-:4].[CH3:26][C:27]#[N:28].[Cl:7][c:8]1[cH:9][n:10][cH:11][c:12]([C:14]([F:15])([F:16])[F:17])[cH:13]1.[Cs+:5].[Cs+:6].[OH2:29].[c:18]1([C:24]#[CH:25])[cH:19][cH:20][cH:21][cH:22][cH:23]1>>[c:8]1([C:25]#[C:24][c:18]2[cH:19][cH:20][cH:21][cH:22][cH:23]2)[cH:9][n:10][cH:11][c:12]([C:14]([F:15])([F:16])[F:17])[cH:13]1. Reactants: ClC1=C(C=C(C=N1)CO)C ((6-chloro-5-methyl-3-pyridinyl)methanol), CrO2, CrO2. Solvent: C(Cl)Cl (DCM). Run at temperature 40 celsius, time 8 hour. The product is ClC1=C(C=C(C=N1)C=O)C (6-chloro-5-methyl-3-pyridinecarbaldehyde). Isolated yield 69.1%. As a reaction SMILES: [Cl:1][C:2]1[N:7]=[CH:6][C:5]([CH2:8][OH:9])=[CH:4][C:3]=1[CH3:10]>C(Cl)Cl>[Cl:1][C:2]1[N:7]=[CH:6][C:5]([CH:8]=[O:9])=[CH:4][C:3]=1[CH3:10]. Reported procedure: A mixture of (6-chloro-5-methyl-3-pyridinyl)methanol (300 mg, 1.904 mmol), CrO2 (Magtrieve) (2.398 g, 28.5 mmol), and DCM (15 ml) was stirred at 40° C. in a closed tube overnight. TLC showed some starting material remaining. Additional CrO2 (0.8 g) was added. After heating 4 additional hours, TLC showed full conversion. Filtration and concentration afforded 6-chloro-5-methyl-3-pyridinecarbaldehyde (204.8 mg, 69%) as a white solid.